describe an organic reaction: reactants, conditions, products, and yield From a dataset of the Open Reaction Database (ORD), a public repository of structured organic reaction records. Starting materials: OCCN1C(C=2C(C1=O)=CC=CC2)=O (N-(2-hydroxyethyl)phthalimide), CC1=CC(=O)OC(O1)(C)C (2,2,6-trimethyl-1,3-dioxen-4-one), C=1(C(=CC=CC1)S(=O)(=O)O)C (toluenesulfonic acid). Run in C1(=CC=CC=C1)C (toluene). The product is C(CC(=O)C)(=O)OCCN1C(C=2C(C1=O)=CC=CC2)=O (2-phthalimidoethyl acetoacetate). Yield: 76.4%. Reaction SMILES: [OH:1][CH2:2][CH2:3][N:4]1[C:8](=[O:9])[C:7]2=[CH:10][CH:11]=[CH:12][CH:13]=[C:6]2[C:5]1=[O:14].[CH3:15][C:16]1[O:22]C(C)(C)O[C:18](=[O:19])[CH:17]=1.C1(C)C(S(O)(=O)=O)=CC=CC=1>C1(C)C=CC=CC=1>[C:18]([O:1][CH2:2][CH2:3][N:4]1[C:8](=[O:9])[C:7]2=[CH:10][CH:11]=[CH:12][CH:13]=[C:6]2[C:5]1=[O:14])(=[O:19])[CH2:17][C:16]([CH3:15])=[O:22]. Procedure: A solution of 10.0 g (52.3 mmol) of N-(2-hydroxyethyl)phthalimide, 8.84 ml (67.7 mmol) of 2,2,6-trimethyl-1,3-dioxen-4-one, and 10 mg of p toluenesulfonic acid in 50 ml of toluene is heated at reflux under N2 for 4 hr. The solvent is removed under vacuum and the dark-colored residue is flash chromatographed on silica gel (1:1 hexane-EtOAc). The resulting product is recrystallized from EtOAc to give 11.0 g of 2-phthalimidoethyl acetoacetate. The reactants are ClC=1C=C(CSC2=NC(=CC(=N2)O)N[C@@H](CO)C)C=CC1 (2-[(3-Chlorobenzyl)thio]-6-{[(1R)-2-hydroxy-1-methylethyl]amino}-4-pyrimidinol), ClNC(CCC(=O)N)=O (N-chlorosuccinamide). Run in CC(=O)O (AcOH). Conditions: time 3 hour. Product: ClC=1C(=NC(=NC1N[C@@H](CO)C)SCC1=CC(=CC=C1)Cl)O (5-Chloro-2-[(3-chlorobenzyl)thio]-6-{[(1R)-2-hydroxy-1-methylethyl]amino}-4-pyrimidinol). As a reaction SMILES: [Cl:1][C:2]1[CH:3]=[C:4]([CH:19]=[CH:20][CH:21]=1)[CH2:5][S:6][C:7]1[N:12]=[C:11]([OH:13])[CH:10]=[C:9]([NH:14][C@H:15]([CH3:18])[CH2:16][OH:17])[N:8]=1.[Cl:22]NC(=O)CCC(N)=O>CC(O)=O>[Cl:22][C:10]1[C:11]([OH:13])=[N:12][C:7]([S:6][CH2:5][C:4]2[CH:19]=[CH:20][CH:21]=[C:2]([Cl:1])[CH:3]=2)=[N:8][C:9]=1[NH:14][C@H:15]([CH3:18])[CH2:16][OH:17]. Procedure details: The product of Example 3 (0.22 g) was dissolved in AcOH (10 ml), N-chlorosuccinamide (90 mg) added and stirred for 3 h. The volatiles were removed under reduced pressure and the residue purified by reverse phase HPLC with gradient elution in acetonitrile/0.02M ammonium hydroxide (90% to 50% aqueous phase) to yield the title product as a white solid. Yield 0.1 g.